describe an organic reaction: reactants, conditions, products, and yield From a dataset of the Open Reaction Database (ORD), a public repository of structured organic reaction records. Reactants: Cl.CS(=O)(=O)NNC1=CC=CC=C1 (N-methylsulfonamidoaniline hydrochloride), CNS(=O)(=O)C=1C=C2C(C(NC2=CC1)=O)=O (1H-indole-2,3-dione-5-sulfonic acid methylamide), 4-(N-methylsulfonamido)-phenylhydrazine. Yields the product CNS(=O)(=O)C=1C=C2C(C(NC2=CC1)=O)=O (1H-indole-2,3-dione-5-sulfonic acid methylamide), CNS(=O)(=O)C=1C=C2C(C(NC2=CC1)=O)=NNC1=CC=C(C=C1)S(NC)(=O)=O (3-[(4-Methylsulfamoyl-phenyl)-hydrazono]-2-oxo-2,3-dihydro-1H-indole-5-sulfonic acid methylamide). RXN SMILES: Cl.CS([NH:6][NH:7][C:8]1[CH:13]=[CH:12][CH:11]=[CH:10][CH:9]=1)(=O)=O.[CH3:14][NH:15][S:16]([C:19]1[CH:20]=[C:21]2[C:25](=[CH:26][CH:27]=1)[NH:24][C:23](=[O:28])[C:22]2=[O:29])(=[O:18])=[O:17]>>[CH3:14][NH:15][S:16]([C:19]1[CH:20]=[C:21]2[C:25](=[CH:26][CH:27]=1)[NH:24][C:23](=[O:28])[C:22]2=[O:29])(=[O:18])=[O:17].[CH3:14][NH:15][S:16]([C:19]1[CH:20]=[C:21]2[C:25](=[CH:26][CH:27]=1)[NH:24][C:23](=[O:28])[C:22]2=[N:6][NH:7][C:8]1[CH:9]=[CH:10][C:11]([S:16](=[O:18])(=[O:17])[NH:15][CH3:14])=[CH:12][CH:13]=1)(=[O:18])=[O:17] |f:0.1|. Reported procedure: 1H-indole-2,3-dione-5-sulfonic acid methylamide was prepared from N-methylsulfonamidoaniline hydrochloride according to Procedure A: 1H NMR (DMSO-d6): δ2.37 (d, J=4.7 Hz, 3H), 7.04 (d, J=8.4 Hz, 1H), 7.45 (q, J=5.0 Hz, 1H), 7.73 (s, 1H), 7.91 (d, J=8.4 Hz, 1H), 11.38 (s, 1H); APCI−MS m/z 239 (M−H)−. The title compound was prepared from 1H-indole-2,3-dione-5-sulfonic acid methylamide and 4-(N-methylsulfonamido)-phenylhydrazine according to Procedure G: mp>250° C.; 1H NMR (DMSO-d6): δ2.38 (d, J=4....